describe an organic reaction: reactants, conditions, products, and yield From a dataset of the Open Reaction Database (ORD), a public repository of structured organic reaction records. Conditions: temperature 120 celsius. The solvent is ClC1=C(C=CC=C1)Cl (1,2-dichlorobenzene). Yields the product [I-].CC=1C(C2=C([N+]1CCCCCOC(=O)C)C=CC=C2)(C)C (2,3,3-Trimethyl-1-(5-methylcarbonyloxypentyl)-3H-benzo[b]azolium iodide). Procedure: A mixture of 2,3,3-trimethyl-3H-benzo[b]azole (2.39 g, 15 mmol) and 5-iodopentyl acetate (3.84 g, 15 mmol) in 1,2-dichlorobenzene (15 ml) were heated at 120° C. for 6 h and then cooled to ambient temperature. The mixture was then dripped into Et2O which precipitated the title compound as a red gum which was collected and used without any further purification in subsequent reactions. The reactants are CC=1C(C2=C(N1)C=CC=C2)(C)C (2,3,3-trimethyl-3H-benzo[b]azole), C(C)(=O)OCCCCCI (5-iodopentyl acetate), CCOCC (Et2O). RXN SMILES: [CH3:1][C:2]1[C:3]([CH3:12])([CH3:11])[C:4]2[CH:10]=[CH:9][CH:8]=[CH:7][C:5]=2[N:6]=1.[C:13]([O:16][CH2:17][CH2:18][CH2:19][CH2:20][CH2:21][I:22])(=[O:15])[CH3:14].CCOCC>ClC1C=CC=CC=1Cl>[I-:22].[CH3:1][C:2]1[C:3]([CH3:12])([CH3:11])[C:4]2[CH:10]=[CH:9][CH:8]=[CH:7][C:5]=2[N+:6]=1[CH2:21][CH2:20][CH2:19][CH2:18][CH2:17][O:16][C:13]([CH3:14])=[O:15] |f:4.5|.